Dataset: the Open Reaction Database (ORD), a public repository of structured organic reaction records. Task: describe an organic reaction: reactants, conditions, products, and yield As a reaction SMILES: C12N(C3C=NC4C(=CC=CC=4)N=3)CC1CCNC2.C(OC([N:26]1[CH2:33][CH2:32][CH:31]2[CH:28]([NH:29][CH2:30]2)[CH2:27]1)=O)(C)(C)C.Cl[C:35]1[CH:40]=[C:39]([C:41]([F:44])([F:43])[F:42])[N:38]=[C:37]([N:45]([CH3:47])[CH3:46])[N:36]=1.ClC1C=NC2C(=CC=CC=2)N=1>>[C@@H:28]12[N:29]([C:35]3[CH:40]=[C:39]([C:41]([F:44])([F:42])[F:43])[N:38]=[C:37]([N:45]([CH3:47])[CH3:46])[N:36]=3)[CH2:30][C@@H:31]1[CH2:32][CH2:33][NH:26][CH2:27]2. Reported procedure: The title compound was prepared in a manner analogous to Intermediate 2, substituting (1R,6S)-(3,8-diaza-bicyclo[4.2.0]octane-3-carboxylic acid tert-butyl ester for 3,8-diaza-bicyclo[4.2.0]octane-3-carboxylic acid tert-butyl ester and (4-chloro-6-trifluoromethyl-pyrimidin-2-yl)-dimethyl-amine for 2-chloro-quinoxaline in Step A. MS (ESI) mass calcd. for C13H18F3N5, 301.31. m/z found 302.1 [M+H]+. 1H NMR (CDCl3): 9.04 (s, 1H), 5.98-5.63 (m, 1H), 4.56 (dd, J=4.9, 3.1, 1H), 3.99 (t, J=7.8, 1H), 3.88... Product: [C@@H]12CNCC[C@H]2CN1C1=NC(=NC(=C1)C(F)(F)F)N(C)C ((1R,6S)[4-(3,8-Diaza-bicyclo[4.2.0]oct-8-yl)-6-trifluoromethyl-pyrimidin-2-yl]-dimethyl-amine). The reactants are C12CNCCC2CN1C1=NC2=CC=CC=C2N=C1 (2-(3,8-Diaza-bicyclo[4.2.0]oct-8-yl)-quinoxaline), ClC1=NC(=NC(=C1)C(F)(F)F)N(C)C ((4-chloro-6-trifluoromethyl-pyrimidin-2-yl)-dimethyl-amine), ClC1=NC2=CC=CC=C2N=C1 (2-chloro-quinoxaline), C(C)(C)(C)OC(=O)N1CC2NCC2CC1 (3,8-diaza-bicyclo[4.2.0]octane-3-carboxylic acid tert-butyl ester), C(C)(C)(C)OC(=O)N1CC2NCC2CC1 (3,8-diaza-bicyclo[4.2.0]octane-3-carboxylic acid tert-butyl ester). The reactants are COC(=O)c1cc(Cl)ccc1NC(=O)COCC(=O)O, Cl, c1ccc(C2(c3ccccc3)CCNCC2)cc1. The product is COC(=O)c1cc(Cl)ccc1NC(=O)COCC(=O)N1CCC(c2ccccc2)(c2ccccc2)CC1. Reaction SMILES: [Cl:1][c:2]1[cH:3][c:4]([C:17](=[O:18])[O:19][CH3:20])[c:5]([NH:8][C:9]([CH2:10][O:11][CH2:12][C:13](=[O:14])[OH:15])=[O:16])[cH:6][cH:7]1.[ClH:21].[c:22]1([C:28]2([c:34]3[cH:35][cH:36][cH:37][cH:38][cH:39]3)[CH2:29][CH2:30][NH:31][CH2:32][CH2:33]2)[cH:23][cH:24][cH:25][cH:26][cH:27]1>>[Cl:1][c:2]1[cH:3][c:4]([C:17](=[O:18])[O:19][CH3:20])[c:5]([NH:8][C:9]([CH2:10][O:11][CH2:12][C:13](=[O:15])[N:31]2[CH2:30][CH2:29][C:28]([c:22]3[cH:23][cH:24][cH:25][cH:26][cH:27]3)([c:34]3[cH:35][cH:36][cH:37][cH:38][cH:39]3)[CH2:33][CH2:32]2)=[O:16])[cH:6][cH:7]1. The reactants are CO (methanol), N1CCCCC1 (piperidine), Cl.Cl.COC(=O)C1=CC=C(CNC(=N)NC(=N)NCCCCCCCCCC)C=C1 (N1-(4-methoxycarbonylbenzyl)-N5-decyl-biguanide dihydrochloride). Product: Cl.CC1(N=C(NC(=N1)NCC1=CC=C(C=C1)C(=O)O)NCCCCCCCCCC)C (3,6-Dihydro-6,6-dimethyl-4-decylamino-2-(4′-hydroxycarbonylbenzylamino)-1,3,5-triazine hydrochloride). Solvent: CC(=O)C (acetone). Reaction SMILES: CO.N1CC[CH2:6][CH2:5][CH2:4]1.[ClH:9].Cl.C[O:12][C:13]([C:15]1[CH:38]=[CH:37][C:18]([CH2:19][NH:20][C:21]([NH:23][C:24]([NH:26][CH2:27][CH2:28][CH2:29][CH2:30][CH2:31][CH2:32][CH2:33][CH2:34][CH2:35][CH3:36])=[NH:25])=[NH:22])=[CH:17][CH:16]=1)=[O:14]>CC(C)=O>[ClH:9].[CH3:4][C:5]1([CH3:6])[N:22]=[C:21]([NH:20][CH2:19][C:18]2[CH:37]=[CH:38][C:15]([C:13]([OH:12])=[O:14])=[CH:16][CH:17]=2)[NH:23][C:24]([NH:26][CH2:27][CH2:28][CH2:29][CH2:30][CH2:31][CH2:32][CH2:33][CH2:34][CH2:35][CH3:36])=[N:25]1 |f:2.3.4,6.7|. Reported procedure: 50 ml of methanol, 100 ml of acetone and 1.6 ml of piperidine were added to 5.0 g (10.8 mmol) of N1-(4-methoxycarbonylbenzyl)-N5-decyl-biguanide dihydrochloride. The mixture was refluxed for 24 hours, and the solvent was distilled off under reduced pressure. The residue was purified by silica gel column chromatography (elution with a mixture of chloroform/methanol/acetic acid (8:0.7:0.7→8:1:1)). 4.0 g of the purified product was dissolved in 60 ml of ethanol, and to the solution were added 60 ml...